Dataset: the Open Reaction Database (ORD), a public repository of structured organic reaction records. Task: describe an organic reaction: reactants, conditions, products, and yield Conditions: time 10 minute. Yields the product [N+](=O)([O-])C=1C=C(C=CC1)OC(N(CC)CC)=O (diethyl-carbamic acid-3-nitro-phenyl ester). Run in C1CCOC1 (THF). The yield is 17.7%. As a reaction SMILES: [H-].[Na+].[N+:3]([C:6]1[CH:7]=[C:8]([OH:12])[CH:9]=[CH:10][CH:11]=1)([O-:5])=[O:4].[CH2:13]([N:15]([CH2:19][CH3:20])[C:16](Cl)=[O:17])[CH3:14]>C1COCC1>[N+:3]([C:6]1[CH:7]=[C:8]([O:12][C:16](=[O:17])[N:15]([CH2:19][CH3:20])[CH2:13][CH3:14])[CH:9]=[CH:10][CH:11]=1)([O-:5])=[O:4] |f:0.1|. Reactants: [H-].[Na+] (sodium hydride), ice water, [N+](=O)([O-])C=1C=C(C=CC1)O (3-nitrophenol), C(C)N(C(=O)Cl)CC (diethyl carbamyl chloride). Procedure: To slurry of 50% sodium hydride (340 mg, 14.2 mmol) in anhydrous THF was added 3-nitrophenol (1 g, 7.1 mmol) at 0° C. After 10 min at 0-5° C., diethyl carbamyl chloride (1.5 g, 111.0 mmol) was added and the reaction mixture heated to reflux for 12 hr. The reaction mixture was cooled, ice water added, and filtered. The filtrate was concentrated to give the crude product, which was purified by column chromatography over silica gel, using hexane/ethyl acetate (85:15) as eluent to afford diethyl-car... Starting materials: [H-].[Na+] (NaH), oil, CCO (EtOH), N1C=CC2=CC=CN=C12 (7-azaindole), C(C1=CC=CC=C1)N1CC(CCC1)=O (1-benzyl-piperidin-3-one). The solvent is C(C)OC(C)=O (Ethylacetate). Reaction conditions: time 72 hour. The product is C(C1=CC=CC=C1)N1CC(CCC1)(O)C1=CNC2=NC=CC=C21 (1-Benzyl-3-(1H-pyrrolo[2,3-b]pyridin-3-yl)-piperidin-3-ol). The yield is 74.6%. RXN SMILES: [H-].[Na+].CCO.[NH:6]1[C:14]2[C:9](=[CH:10][CH:11]=[CH:12][N:13]=2)[CH:8]=[CH:7]1.[CH2:15]([N:22]1[CH2:27][CH2:26][CH2:25][C:24](=[O:28])[CH2:23]1)[C:16]1[CH:21]=[CH:20][CH:19]=[CH:18][CH:17]=1>C(OC(=O)C)C>[CH2:15]([N:22]1[CH2:27][CH2:26][CH2:25][C:24]([C:8]2[C:9]3[C:14](=[N:13][CH:12]=[CH:11][CH:10]=3)[NH:6][CH:7]=2)([OH:28])[CH2:23]1)[C:16]1[CH:17]=[CH:18][CH:19]=[CH:20][CH:21]=1 |f:0.1|. Procedure details: A 60% dispersion of NaH in mineral oil (9.5 g, 179 mmol) was slowly added to 150 ml EtOH (0° C.). This solution was added to 7-azaindole (5.3 g, 44.9 mmol) and 11.25 g (44.9 mmol) 1-benzyl-piperidin-3-one (as HCl salt). The resulting mixture was stirred for 72 hours at room temperature. Ethylacetate was added to the mixture and the organic layer was washed three times with a saturated NaHCO3 solution, dried (Na2SO4), filtered and concentrated. The resulting residue was purified by flash chromato...